From a dataset of the Open Reaction Database (ORD), a public repository of structured organic reaction records. describe an organic reaction: reactants, conditions, products, and yield Reactants: C(C)(C)(C)C1=CC=C(OC=2C=C(C=O)C=CC2)C=C1 (3-(4-tert-Butylphenoxy)benzaldehyde), [C@@H]1(CCCC2=CC=CC=C12)N ((1S)-1,2,3,4-tetrahydro-1-naphthalenylamine). The product is C(C)(C)(C)C1=CC=C(OC=2C=C(CN[C@H]3CCCC4=CC=CC=C34)C=CC2)C=C1 (N-[3-(4-tert-butylphenoxy)benzyl]-N-[(1S)-1,2,3,4-tetrahydro-1-naphthalenyl]amine). RXN SMILES: [C:1]([C:5]1[CH:19]=[CH:18][C:8]([O:9][C:10]2[CH:11]=[C:12]([CH:15]=[CH:16][CH:17]=2)[CH:13]=O)=[CH:7][CH:6]=1)([CH3:4])([CH3:3])[CH3:2].[C@@H:20]1([NH2:30])[C:29]2[C:24](=[CH:25][CH:26]=[CH:27][CH:28]=2)[CH2:23][CH2:22][CH2:21]1>>[C:1]([C:5]1[CH:19]=[CH:18][C:8]([O:9][C:10]2[CH:11]=[C:12]([CH:15]=[CH:16][CH:17]=2)[CH2:13][NH:30][C@@H:20]2[C:29]3[C:24](=[CH:25][CH:26]=[CH:27][CH:28]=3)[CH2:23][CH2:22][CH2:21]2)=[CH:7][CH:6]=1)([CH3:4])([CH3:3])[CH3:2]. Procedure details: 3-(4-tert-Butylphenoxy)benzaldehyde and (1S)-1,2,3,4-tetrahydro-1-naphthalenylamine were processed as described in Example 1A to provide the title compound. The reactants are O=C([O-])[O-], CN(C)C=O, ClCc1ccc(Cl)cc1, O=c1c(Cl)c(O)cnn1-c1ccc(Cl)cc1, [K+], [K+], O. Product: O=c1c(Cl)c(OCc2ccc(Cl)cc2)cnn1-c1ccc(Cl)cc1. RXN SMILES: [C:26](=[O:27])([O-:28])[O-:29].[CH3:33][N:34]([CH3:35])[CH:36]=[O:37].[Cl:17][c:18]1[cH:19][cH:20][c:21]([CH2:22][Cl:23])[cH:24][cH:25]1.[Cl:1][c:2]1[c:3](=[O:16])[n:4](-[c:9]2[cH:10][cH:11][c:12]([Cl:15])[cH:13][cH:14]2)[n:5][cH:6][c:7]1[OH:8].[K+:30].[K+:31].[OH2:32]>>[Cl:1][c:2]1[c:3](=[O:16])[n:4](-[c:9]2[cH:10][cH:11][c:12]([Cl:15])[cH:13][cH:14]2)[n:5][cH:6][c:7]1[O:8][CH2:22][c:21]1[cH:20][cH:19][c:18]([Cl:17])[cH:25][cH:24]1. Starting materials: Cl, [N-]=[N+]=NCC1Cc2c(cccc2-c2ccccc2C(F)(F)F)O1. Yields the product NCC1Cc2c(cccc2-c2ccccc2C(F)(F)F)O1. As a reaction SMILES: [ClH:24].[F:1][C:2]([c:3]1[c:4](-[c:9]2[cH:10][cH:11][cH:12][c:13]3[c:14]2[CH2:15][CH:16]([CH2:18][N:19]=[N+:20]=[N-:21])[O:17]3)[cH:5][cH:6][cH:7][cH:8]1)([F:22])[F:23]>>[F:1][C:2]([c:3]1[c:4](-[c:9]2[cH:10][cH:11][cH:12][c:13]3[c:14]2[CH2:15][CH:16]([CH2:18][NH2:19])[O:17]3)[cH:5][cH:6][cH:7][cH:8]1)([F:22])[F:23]. Starting materials: Cc1nc2cc(Cl)ccc2o1, O=[N+]([O-])O, O=S(=O)(O)O, c1ccc2ocnc2c1. Yields the product Cc1nc2cc(Cl)c([N+](=O)[O-])cc2o1. RXN SMILES: [Cl:1][c:2]1[cH:3][cH:4][c:5]2[c:6]([n:7][c:8]([CH3:10])[o:9]2)[cH:11]1.[OH:12][N+:13]([O-:14])=[O:15].[S:25](=[O:26])(=[O:27])([OH:28])[OH:29].[o:16]1[c:17]2[cH:18][cH:19][cH:20][cH:21][c:22]2[n:23][cH:24]1>>[Cl:1][c:2]1[c:3]([N+:13](=[O:12])[O-:14])[cH:4][c:5]2[c:6]([n:7][c:8]([CH3:10])[o:9]2)[cH:11]1. Starting materials: C(C)(=O)N1C(C(C2=CC(=CC=C12)[N+](=O)[O-])=C(C1=CC=CC=C1)OCC)=O (1-acetyl-3-(1-ethoxy-1-phenyl-methylidene)-5-nitro-2-indolinone), CN(C)CC(=O)NC1=CC=C(N)C=C1 (4-dimethylaminomethylcarbonylamino-aniline), [OH-].[Na+] (sodium hydroxide). Solvent: CN(C)C=O (DMF), CO (methanol). Product: CN(C)CC(=O)NC1=CC=C(C=C1)N\C(\C1=CC=CC=C1)=C\1/C(NC2=CC=C(C=C12)[N+](=O)[O-])=O ((Z)-3-[1-(4-dimethylaminomethylcarbonylamino-phenylamino)-1-phenyl-methylidene]-5-nitro-2-indolinone). RXN SMILES: C([N:4]1[C:12]2[C:7](=[CH:8][C:9]([N+:13]([O-:15])=[O:14])=[CH:10][CH:11]=2)[C:6](=[C:16](OCC)[C:17]2[CH:22]=[CH:21][CH:20]=[CH:19][CH:18]=2)[C:5]1=[O:26])(=O)C.[CH3:27][N:28]([CH2:30][C:31]([NH:33][C:34]1[CH:40]=[CH:39][C:37]([NH2:38])=[CH:36][CH:35]=1)=[O:32])[CH3:29].[OH-].[Na+]>CN(C=O)C.CO>[CH3:29][N:28]([CH2:30][C:31]([NH:33][C:34]1[CH:35]=[CH:36][C:37]([NH:38]/[C:16](=[C:6]2\[C:5](=[O:26])[NH:4][C:12]3[C:7]\2=[CH:8][C:9]([N+:13]([O-:15])=[O:14])=[CH:10][CH:11]=3)/[C:17]2[CH:18]=[CH:19][CH:20]=[CH:21][CH:22]=2)=[CH:39][CH:40]=1)=[O:32])[CH3:27] |f:2.3|. Procedure: Prepared analogously to Example 82 from 1-acetyl-3-(1-ethoxy-1-phenyl-methylidene)-5-nitro-2-indolinone and 4-dimethylaminomethylcarbonylamino-aniline in DMF and subsequent treatment with sodium hydroxide solution in methanol. Reactants: ClC1=CC=CC(=N1)C1(CCC1)C1=NCCC2=CC=C(C=C12)O (1-[1-(6-Chloropyridin-2-yl)cyclobutyl]-3,4-dihydroisoquinolin-7-ol). The reagents and catalysts are [Pd] (Pd/C). Solvent: CO (methanol). Reaction conditions: time 48 hour. The product is N1=C(C=CC=C1)C1(CCC1)C1NCCC2=CC=C(C=C12)O (1-[1-(Pyridin-2-yl)cyclobutyl]-1,2,3,4-tetrahydroisoquinolin-7-ol). Reaction SMILES: Cl[C:2]1[N:7]=[C:6]([C:8]2([C:12]3[C:21]4[C:16](=[CH:17][CH:18]=[C:19]([OH:22])[CH:20]=4)[CH2:15][CH2:14][N:13]=3)[CH2:11][CH2:10][CH2:9]2)[CH:5]=[CH:4][CH:3]=1>CO.[Pd]>[N:7]1[CH:2]=[CH:3][CH:4]=[CH:5][C:6]=1[C:8]1([CH:12]2[C:21]3[C:16](=[CH:17][CH:18]=[C:19]([OH:22])[CH:20]=3)[CH2:15][CH2:14][NH:13]2)[CH2:9][CH2:10][CH2:11]1. Reported procedure: 1-[1-(6-Chloropyridin-2-yl)cyclobutyl]-3,4-dihydroisoquinolin-7-ol (1.93 g, 6.17 mmol) were dissolved in methanol (100 ml) under an atmosphere of nitrogen. 10% Pd/C (0.19 g) were added and the reaction mixture stirred at room temperature under an atmosphere of hydrogen for 48 hours. The catalyst was removed by filtration and the solvent was evaporated in vacuo. The crude product was used without further purification for the next step. Yield: 1.75 g (5.52 mmol, 90%). The reactants are [NH4+].[Cl-] (NH4Cl), CC1(C(CCC(C1)C)C=O)C (2,2,4-Trimethyl-1-cyclohexanecarbaldehyde), Mg, C(C=C)Br (allylbromide). Run in CCOCC (ether), CCOCC (ether). Product: CC1(C(CCC(C1)C)C(C=CC)=O)C (1-(2,2,4-trimethyl-1-cyclohexyl)-2-buten-1-one). Isolated yield 80.8%. Reaction SMILES: [CH3:1][C:2]1([CH3:11])[CH2:7][CH:6]([CH3:8])[CH2:5][CH2:4][CH:3]1[CH:9]=[O:10].[CH2:12](Br)[CH:13]=[CH2:14].[NH4+].[Cl-]>CCOCC>[CH3:11][C:2]1([CH3:1])[CH2:7][CH:6]([CH3:8])[CH2:5][CH2:4][CH:3]1[C:9](=[O:10])[CH:12]=[CH:13][CH3:14] |f:2.3|. Procedure details: 2,2,4-Trimethyl-1-cyclohexanecarbaldehyde (11 g, 72 mmole) in ether (100 ml) was added dropwise with stirring to a Grignard compound prepared from Mg (2.3 g) and allylbromide (10 g) in ether and refluxed for 2 h. After cooling, the mixture was hydrolyzed with NH4Cl-solution, then distilled at a bath temperature of 150°/0.5 hPa, to obtain 11.3 g (80%) of the desired product as a 2:1 mixture of 2 isomers. Reactants: [Si](C)(C)(C(C)(C)C)OCC1=C(C=CC=C1)NC1=NC(=C2NC(N(C2=N1)C1=C(C=CC=C1)OC)=O)C(=O)OCC (Ethyl 2-(2-((tert-butyldimethylsilyloxy)methyl)phenyl-amino)-9-(2-methoxyphenyl)-8-oxo-8,9-dihydro-7H-purine-6-carboxylate), [Si](C)(C)(C(C)(C)C)OCC1=C(C=CC=C1)NC1=NC(=C2NC(N(C2=N1)C1=C(C=CC=C1)OC)=O)C(=O)N (2-(2-((tert-Butyldimethylsilyloxy)methyl)phenylamino)-9-(2-methoxyphenyl)-8-oxo-8,9-dihydro-7H-purine-6-carboxamide). The solvent is CO (methanol), N (ammonia). Run at time 16 hour. Yields the product OCC1=C(C=CC=C1)NC1=NC(=C2NC(N(C2=N1)C1=C(C=CC=C1)OC)=O)C(=O)N (2-(2-(HYDROXYMETHYL)PHENYLAMINO)-9-(2-METHOXYPHENYL)-8-OXO-8,9-DIHYDRO-7H-PURINE-6-CARBOXAMIDE). Yield: 90.0%. RXN SMILES: [Si]([O:8][CH2:9][C:10]1[CH:15]=[CH:14][CH:13]=[CH:12][C:11]=1[NH:16][C:17]1[N:25]=[C:24]2[C:20]([NH:21][C:22](=[O:34])[N:23]2[C:26]2[CH:31]=[CH:30][CH:29]=[CH:28][C:27]=2[O:32][CH3:33])=[C:19]([C:35]([NH2:37])=[O:36])[N:18]=1)(C(C)(C)C)(C)C.[Si](OCC1C=CC=CC=1NC1N=C2C(NC(=O)N2C2C=CC=CC=2OC)=C(C(OCC)=O)N=1)(C(C)(C)C)(C)C>CO.N>[OH:8][CH2:9][C:10]1[CH:15]=[CH:14][CH:13]=[CH:12][C:11]=1[NH:16][C:17]1[N:25]=[C:24]2[C:20]([NH:21][C:22](=[O:34])[N:23]2[C:26]2[CH:31]=[CH:30][CH:29]=[CH:28][C:27]=2[O:32][CH3:33])=[C:19]([C:35]([NH2:37])=[O:36])[N:18]=1. Procedure: 2-(2-((tert-Butyldimethylsilyloxy)methyl)phenylamino)-9-(2-methoxyphenyl)-8-oxo-8,9-dihydro-7H-purine-6-carboxamide. Ethyl 2-(2-((tert-butyldimethylsilyloxy)methyl)phenyl-amino)-9-(2-methoxyphenyl)-8-oxo-8,9-dihydro-7H-purine-6-carboxylate (0.190 g, 3.97 mmol) was dissolved in methanol (15 mL) and saturated with ammonia gas according to General Procedure G. After 16 h, the solution was condensed under reduced pressure to afford the title compound (0.150 g, 90%). MS (ESI) m/z 521.6. [M+1]+. The reactants are C(C1=CC=CC=C1)NC1=C(C=C(C=C1)[N+](=O)[O-])N (N-benzyl-2-amino-4-nitroaniline), O.O.C(C(=O)O)(=O)O (oxalic acid dihydrate). Solvent: Cl (hydrochloric acid). Run at temperature 25 celsius. Yields the product C(C1=CC=CC=C1)N1C(C(NC2=CC(=CC=C12)[N+](=O)[O-])=O)=O (1-benzyl-6-nitroquinoxaline-2,3(1H,4H)-dione). The yield is 48.1%. RXN SMILES: [CH2:1]([NH:8][C:9]1[CH:14]=[CH:13][C:12]([N+:15]([O-:17])=[O:16])=[CH:11][C:10]=1[NH2:18])[C:2]1[CH:7]=[CH:6][CH:5]=[CH:4][CH:3]=1.O.O.[C:21](O)(=[O:25])[C:22](O)=[O:23]>Cl>[CH2:1]([N:8]1[C:9]2[C:10](=[CH:11][C:12]([N+:15]([O-:17])=[O:16])=[CH:13][CH:14]=2)[NH:18][C:22](=[O:23])[C:21]1=[O:25])[C:2]1[CH:3]=[CH:4][CH:5]=[CH:6][CH:7]=1 |f:1.2.3|. Reported procedure: A mixture of 0.5 g (2.1 mmol) N-benzyl-2-amino-4-nitroaniline and 0.55 g (4.4 mmol) oxalic acid dihydrate in 30 ml 4N hydrochloric acid was refluxed for 5 h. After cooling to 25° C. the product was filtered off and washed with water. The crude product was recrystallized (dimethylformamide-water), washed with 10 ml water, 5 ml ethanol and 5 ml ether to give 0.3 g (49%) 1-benzyl-6-nitroquinoxaline-2,3(1H,4H)-dione. M.p. (DSC): 292.2° C. 1H-NMR (DMSO-d6): 12.4 (1H, broad s), 8.2-7.0 (8H, m), 5.4 (2... The reactants are Br, CC(=O)O, COC(=O)c1cc(N2CCC(NC(=O)OCc3ccccc3)C(OC)C2)sc1C, CC(=O)O, CCOC(C)=O. Product: COC(=O)c1cc(N2CCC(N)C(OC)C2)sc1C. RXN SMILES: [BrH:34].[C:30]([OH:31])(=[O:32])[CH3:33].[CH2:1]([O:2][C:3](=[O:4])[NH:11][CH:12]1[CH:13]([O:28][CH3:29])[CH2:14][N:15]([c:18]2[cH:19][c:20]([C:24](=[O:25])[O:26][CH3:27])[c:21]([CH3:23])[s:22]2)[CH2:16][CH2:17]1)[c:5]1[cH:6][cH:7][cH:8][cH:9][cH:10]1.[CH3:35][C:36](=[O:37])[OH:38].[CH3:39][CH2:40][O:41][C:42](=[O:43])[CH3:44]>>[NH2:11][CH:12]1[CH:13]([O:28][CH3:29])[CH2:14][N:15]([c:18]2[cH:19][c:20]([C:24](=[O:25])[O:26][CH3:27])[c:21]([CH3:23])[s:22]2)[CH2:16][CH2:17]1.